This data is from the Open Reaction Database (ORD), a public repository of structured organic reaction records. The task is: describe an organic reaction: reactants, conditions, products, and yield As a reaction SMILES: [CH2:49]1[O:50][CH2:51][CH2:52][CH2:53]1.[CH3:46][I:47].[F:1][C:2]([c:3]1[cH:4][c:5]([CH2:6][N:7]([c:8]2[n:9][n:10][n:11]([CH3:13])[n:12]2)[CH2:14][c:15]2[c:16]([C:26]([CH3:27])([OH:28])[CH:29]3[CH2:30][CH2:31][CH2:32][CH2:33][CH2:34]3)[cH:17][c:18]([CH3:25])[c:19]([C:21]([F:22])([F:23])[F:24])[cH:20]2)[cH:35][c:36]([C:38]([F:39])([F:40])[F:41])[cH:37]1)([F:42])[F:43].[H-:44].[Na+:45].[OH2:48]>>[F:1][C:2]([c:3]1[cH:4][c:5]([CH2:6][N:7]([c:8]2[n:9][n:10][n:11]([CH3:13])[n:12]2)[CH2:14][c:15]2[c:16]([C:26]([CH3:27])([O:28][CH3:46])[CH:29]3[CH2:30][CH2:31][CH2:32][CH2:33][CH2:34]3)[cH:17][c:18]([CH3:25])[c:19]([C:21]([F:22])([F:23])[F:24])[cH:20]2)[cH:35][c:36]([C:38]([F:39])([F:40])[F:41])[cH:37]1)([F:42])[F:43]. Product: COC(C)(c1cc(C)c(C(F)(F)F)cc1CN(Cc1cc(C(F)(F)F)cc(C(F)(F)F)c1)c1nnn(C)n1)C1CCCCC1. Reactants: C1CCOC1, CI, Cc1cc(C(C)(O)C2CCCCC2)c(CN(Cc2cc(C(F)(F)F)cc(C(F)(F)F)c2)c2nnn(C)n2)cc1C(F)(F)F, [H-], [Na+], O.